This data is from the Open Reaction Database (ORD), a public repository of structured organic reaction records. The task is: describe an organic reaction: reactants, conditions, products, and yield Yields the product NCC1=CC=CC(=N1)C1=NC(=CC(=C1)C1=CC=C(C=C1)OC)C1=NC=CC=C1 (6-aminomethyl-4'-(4-methoxyphenyl)-2,2':6',2"-terpyridine). RXN SMILES: [C:1]([C:3]1[N:8]=[C:7]([C:9]2[CH:14]=[C:13]([C:15]3[CH:20]=[CH:19][C:18]([O:21][CH3:22])=[CH:17][CH:16]=3)[CH:12]=[C:11]([C:23]3[CH:28]=[CH:27][CH:26]=[CH:25][N:24]=3)[N:10]=2)[CH:6]=[CH:5][CH:4]=1)#[N:2]>C(O)(=O)C.[Pd]>[NH2:2][CH2:1][C:3]1[N:8]=[C:7]([C:9]2[CH:14]=[C:13]([C:15]3[CH:20]=[CH:19][C:18]([O:21][CH3:22])=[CH:17][CH:16]=3)[CH:12]=[C:11]([C:23]3[CH:28]=[CH:27][CH:26]=[CH:25][N:24]=3)[N:10]=2)[CH:6]=[CH:5][CH:4]=1. Reactants: C(#N)C1=CC=CC(=N1)C1=NC(=CC(=C1)C1=CC=C(C=C1)OC)C1=NC=CC=C1 (6-cyano-4'-(4-methoxyphenyl)-2,2':6',2"-terpyridine). The solvent is C(C)(=O)O (acetic acid). Procedure details: A mixture of 6-cyano-4'-(4-methoxyphenyl)-2,2':6',2"-terpyridine (4 mmol) and 480 mg of 10% Pd/C in 130 ml of acetic acid is hydrogenated (H2, 50 psi) at 45° C. for 22 hours. The reaction mixture is filtered and the solvent is stripped, the residue is triturated with methanol, filtered and dried to provide the desired product as the acetic acid salt. The reagents and catalysts are [Pd] (Pd/C).